Dataset: the Open Reaction Database (ORD), a public repository of structured organic reaction records. Task: describe an organic reaction: reactants, conditions, products, and yield Reactants: [Cl-].[NH4+] (ammonium chloride), FC(C1=CC=C(C=O)C=C1)(F)F (4-(trifluoromethyl)benzaldehyde), solution, C(=C)[Mg]Br (vinylmagnesium bromide). Run in C(C)OCC (diethyl ether), O1CCCC1 (tetrahydrofuran). Yields the product FC(C1=CC=C(C=C1)C(C=C)O)(F)F (1-[4-(Trifluoromethyl)phenyl]prop-2-en-1-ol). RXN SMILES: [F:1][C:2]([F:12])([F:11])[C:3]1[CH:10]=[CH:9][C:6]([CH:7]=[O:8])=[CH:5][CH:4]=1.[CH:13]([Mg]Br)=[CH2:14].[Cl-].[NH4+]>C(OCC)C.O1CCCC1>[F:1][C:2]([F:11])([F:12])[C:3]1[CH:10]=[CH:9][C:6]([CH:7]([OH:8])[CH:13]=[CH2:14])=[CH:5][CH:4]=1 |f:2.3|. Procedure: A solution of 75.0 g (431 mmol) of 4-(trifluoromethyl)benzaldehyde in 750 ml of diethyl ether was slowly added dropwise to 517 ml (517 mmol) of a 1N solution of vinylmagnesium bromide in tetrahydrofuran at RT under argon. After heating under reflux for 1 h, the reaction mixture was added to saturated aqueous ammonium chloride solution and extracted with tert-butyl methyl ether. The organic phase was dried, filtered and concentrated. The crude product was purified by column chromatography on sili... The reactants are COCCOc1cc(C(N)=O)c([N+](=O)[O-])cc1OC, COCCOC, CO, [Cl-], [NH4+]. The product is COCCOc1cc(C(N)=O)c(N)cc1OC. As a reaction SMILES: [CH3:1][O:2][c:3]1[cH:4][c:5]([N+:17]([O-:18])=[O:19])[c:6]([C:7](=[O:8])[NH2:9])[cH:10][c:11]1[O:12][CH2:13][CH2:14][O:15][CH3:16].[CH3:22][O:23][CH2:24][CH2:25][O:26][CH3:27].[CH3:28][OH:29].[Cl-:20].[NH4+:21]>>[CH3:1][O:2][c:3]1[cH:4][c:5]([NH2:17])[c:6]([C:7](=[O:8])[NH2:9])[cH:10][c:11]1[O:12][CH2:13][CH2:14][O:15][CH3:16]. The reactants are CCO, CCCCCCCCCCCCC=Cc1cc(C(=O)O)c[nH]1. Product: CCCCCCCCCCCCCCc1cc(C(=O)O)c[nH]1. Reaction SMILES: [CH3:23][CH2:24][OH:25].[CH:1](=[CH:2][CH2:3][CH2:4][CH2:5][CH2:6][CH2:7][CH2:8][CH2:9][CH2:10][CH2:11][CH2:12][CH2:13][CH3:14])[c:15]1[cH:16][c:17]([C:20](=[O:21])[OH:22])[cH:18][nH:19]1>>[CH2:1]([CH2:2][CH2:3][CH2:4][CH2:5][CH2:6][CH2:7][CH2:8][CH2:9][CH2:10][CH2:11][CH2:12][CH2:13][CH3:14])[c:15]1[cH:16][c:17]([C:20](=[O:21])[OH:22])[cH:18][nH:19]1. Starting materials: COC(=O)C1=NC=CC2=CC=CC=C12 (1-isoquinolinecarboxylic acid methyl ester), [H-].[H-].[H-].[H-].[Li+].[Al+3] (LAH). Solvent: C1CCOC1 (THF). Yields the product C1(=NC=CC2=CC=CC=C12)C=O (1-isoquinolinecarboxaldehyde). Isolated yield 63.6%. As a reaction SMILES: C[O:2][C:3]([C:5]1[C:14]2[C:9](=[CH:10][CH:11]=[CH:12][CH:13]=2)[CH:8]=[CH:7][N:6]=1)=O.[H-].[H-].[H-].[H-].[Li+].[Al+3]>C1COCC1>[C:5]1([CH:3]=[O:2])[C:14]2[C:9](=[CH:10][CH:11]=[CH:12][CH:13]=2)[CH:8]=[CH:7][N:6]=1 |f:1.2.3.4.5.6|. Reported procedure: 1-Isoquinolinecarboxaldehyde (7.3 g, 64%) was prepared from 1-isoquinolinecarboxylic acid methyl ester (13.6 g, 0.073 mol) and 1M LAH (36.6 ml in THF) in 300 ml of dry THF (J. Org. Chem., vol 28, p 1898, 1963) to afford 7.3 g (64%) of 1-isoquinolinecarboxaldehyde. Reactants: C1(CCCC1)C(O)C1=C(N=C(S1)C1=CC=C(C=C1)C(F)(F)F)C ([rac]-cyclopentyl-(4-methyl-2-(4-trifluoromethyl-phenyl)-thiazol-5-yl]-methanol), C(CCC)P(CCCC)CCCC (tributylphosphine), CN(C(=O)N=NC(=O)N(C)C)C (N,N,N′,N′-tetramethyl azodicarboxamide), C(C)OC(C(CC)CC1=C(C=C(C=C1)O)C)=O ([rac]-2-(4-hydroxy-2-methyl-benzyl)-butyric acid ethyl ester). The product is C(C)OC(C(CC)CC1=C(C=C(C=C1)OC(C)(C1=C(N=C(S1)C1=CC=C(C=C1)C(F)(F)F)C)C)C)=O ([rac]-2-(2-methyl-4-{1-methyl-1-[4-methyl-2-(4-trifluoromethyl-phenyl)-thiazol-5-yl]-ethoxy}-benzyl)-butyric acid ethyl ester). As a reaction SMILES: [CH2:1]([O:3][C:4](=[O:17])[CH:5]([CH2:8][C:9]1[CH:14]=[CH:13][C:12]([OH:15])=[CH:11][C:10]=1[CH3:16])[CH2:6][CH3:7])[CH3:2].[CH:18]1([CH:23]([C:25]2[S:29][C:28]([C:30]3[CH:35]=[CH:34][C:33]([C:36]([F:39])([F:38])[F:37])=[CH:32][CH:31]=3)=[N:27][C:26]=2[CH3:40])O)CCCC1.[CH2:41](P(CCCC)CCCC)CCC.CN(C)C(N=NC(N(C)C)=O)=O>>[CH2:1]([O:3][C:4](=[O:17])[CH:5]([CH2:8][C:9]1[CH:14]=[CH:13][C:12]([O:15][C:23]([CH3:18])([C:25]2[S:29][C:28]([C:30]3[CH:31]=[CH:32][C:33]([C:36]([F:37])([F:38])[F:39])=[CH:34][CH:35]=3)=[N:27][C:26]=2[CH3:40])[CH3:41])=[CH:11][C:10]=1[CH3:16])[CH2:6][CH3:7])[CH3:2]. Procedure details: In analogy to the procedure described in example 10 c], [rac]-2-(4-hydroxy-2-methyl-benzyl)-butyric acid ethyl ester (example 125 c]) was reacted with 2-[4-methyl-2-(4-trifluoromethyl-phenyl)-thiazol-5-yl]-propan-2-ol [PCT Int. Appl. (2002), WO 02/062774 A1] in the presence of tributylphosphine and N,N,N′,N′-tetramethyl azodicarboxamide to yield [rac]-2-(2-methyl-4-{1-methyl-1-[4-methyl-2-(4-trifluoromethyl-phenyl)-thiazol-5-yl]-ethoxy}-benzyl)-butyric acid ethyl ester as colorless oil. The reactants are FC(F)(F)c1nnc(Br)s1, CC(C)(C)OC(=O)N1CCNCC1, O=C([O-])[O-], CC#N, [K+], [K+], O. Product: CC(C)(C)OC(=O)N1CCN(c2nnc(C(F)(F)F)s2)CC1. RXN SMILES: [Br:1][c:2]1[s:3][c:4]([C:7]([F:8])([F:9])[F:10])[n:5][n:6]1.[C:11]([CH3:12])([CH3:13])([CH3:14])[O:15][C:16](=[O:17])[N:18]1[CH2:19][CH2:20][NH:21][CH2:22][CH2:23]1.[C:24](=[O:25])([O-:26])[O-:27].[CH3:31][C:32]#[N:33].[K+:28].[K+:29].[OH2:30]>>[c:2]1([N:21]2[CH2:20][CH2:19][N:18]([C:16]([O:15][C:11]([CH3:12])([CH3:13])[CH3:14])=[O:17])[CH2:23][CH2:22]2)[s:3][c:4]([C:7]([F:8])([F:9])[F:10])[n:5][n:6]1. Starting materials: O=C[C@H](O)[C@@H](O)[C@H](O)[C@H](O)CO (glucose), NaNO3, [O-]S(=O)(=O)[O-].[Mg+2] (MgSO4), C(C)C(C(=O)N)C(C)=O (2-ethyl-3-ketobutyramide), COC=1C=CC(=CC1)C=O (anisaldehyde), [Cl-].[K+] (KCl), OP(=O)(O)[O-].[K+] (KH2PO4), OP(=O)([O-])[O-].[K+].[K+] (K2HPO4), FeSO4. Run in C(C)O (ethanol). Conditions: time 60 hour. The product is C(C)[C@H](C(=O)N)[C@H](C)O ((2S,3S)-2 ethyl-3-hydroxybutyramide). Yield: 49.2%. Reaction SMILES: O=C[C@@H]([C@H]([C@@H]([C@@H](CO)O)O)O)O.OP([O-])(O)=O.[K+].OP([O-])([O-])=O.[K+].[K+].[O-]S([O-])(=O)=O.[Mg+2].[Cl-].[K+].[CH2:34]([CH:36]([C:40](=[O:42])[CH3:41])[C:37]([NH2:39])=[O:38])[CH3:35].COC1C=CC(C=O)=CC=1>C(O)C>[CH2:34]([C@@H:36]([C@@H:40]([OH:42])[CH3:41])[C:37]([NH2:39])=[O:38])[CH3:35] |f:1.2,3.4.5,6.7,8.9|. Reported procedure: Geotrichum candidum (ATCC 34614) was cultured according to the method of Buisson and Azerad (Tet. Lett. 27, 2631-2634 (1986), herein incorporated by reference) in one liter of a medium of glucose (30 grams), KH2PO4 (1 gram), K2HPO4 (2 grams), corn steep liquor (10 grams) MgSO4.7H20 (0.5 gram), NaNO3 (2 grams), FeSO4.7H20 (0.02 gram), and KCl (0.5 gram) with rotary shaking at 25° C. Two grams of 2-ethyl-3-ketobutyramide was dissolved in 2 ml of 95% ethanol, the resulting solution was added to the... Reactants: methoxy-8.42 g (methylene)-6-(1H-pyrrol-1-yl)isoquinoline-1,3(2H,4H)-dione, FC=1C=C(C=CC1N1CCN(CC1)C)N\C=C\1/C(NC(C2=CC=C(C=C12)N1C=CC=C1)=O)=O ((4Z)-4-({[3-Fluoro-4-(4-methylpiperazin-1-yl)phenyl]amino}methylene)-6-(1H-pyrrol-1-yl)isoquinoline-1,3(2H,4H)-dione), BrC=1C=C2C(C(NC(C2=CC1)=O)=O)=CNC1=CC=C(C=C1)N1CC(NC(C1)C)C (6-bromo-4-({[4-(3,5-dimethylpiperazin-1-yl)phenyl]amino}methylene)isoquinoline-1,3(2H,4H)-dione). The product is tan solid, FC=1C=C(C=CC1N1CCN(CC1)C)N ([3-fluoro-4-(4-methylpiperazin-1-yl)phenyl]amine). As a reaction SMILES: [F:1][C:2]1[CH:3]=[C:4]([NH:15]/C=C2\C(=O)NC(=O)C3C\2=CC(N2C=CC=C2)=CC=3)[CH:5]=[CH:6][C:7]=1[N:8]1[CH2:13][CH2:12][N:11]([CH3:14])[CH2:10][CH2:9]1.BrC1C=C2C(=CC=1)C(=O)NC(=O)C2=CNC1C=CC(N2CC(C)NC(C)C2)=CC=1>>[F:1][C:2]1[CH:3]=[C:4]([NH2:15])[CH:5]=[CH:6][C:7]=1[N:8]1[CH2:9][CH2:10][N:11]([CH3:14])[CH2:12][CH2:13]1. Procedure details: Using the procedure described for the preparation of 4Z)-6-bromo-4-({[4-(3,5-dimethylpiperazin-1-yl)phenyl]amino}methylene)isoquinoline-1,3(2H,4H)-dione, 0.28 g of tan solid is obtained from 0.2 g (0.746 mmol) of (4E)-4-(methoxy-8.42 g (methylene)-6-(1H-pyrrol-1-yl)isoquinoline-1,3(2H,4H)-dione and 0.187 g (0.895 mmol) of [3-fluoro-4-(4-methylpiperazin-1-yl)phenyl]amine: mp 206-207° C.; MS (ESI) m/z 446.2 (M+H)+1